Task: describe an organic reaction: reactants, conditions, products, and yield. Dataset: the Open Reaction Database (ORD), a public repository of structured organic reaction records Reactants: BrC=1N=NC(=CC1)CC (3-bromo-6-ethylpyridazine), N1CCC(C(=O)OCC)CC1 (ethyl isonipecotate), C(C)(C)N(CC)C(C)C (diisopropylethylamine), CN1CCCC1 (methylpyrrolidine). Run in O (water). Conditions: temperature 140 celsius, time 1 hour. The product is C(C)C1=CC=C(N=N1)N1CCC(CC1)CO (6-ethyl-3-(4-hydroxymethyl-1-piperidinyl)pyridazine). Reaction SMILES: Br[C:2]1[N:3]=[N:4][C:5]([CH2:8][CH3:9])=[CH:6][CH:7]=1.[NH:10]1[CH2:20][CH2:19][CH:13]([C:14](OCC)=[O:15])[CH2:12][CH2:11]1.C(N(C(C)C)CC)(C)C.CN1CCCC1>O>[CH2:8]([C:5]1[N:4]=[N:3][C:2]([N:10]2[CH2:20][CH2:19][CH:13]([CH2:14][OH:15])[CH2:12][CH2:11]2)=[CH:7][CH:6]=1)[CH3:9]. Procedure details: 1.67 g (0.011 mol) of 3-bromo-6-ethylpyridazine was added to 1.5 mL (10 mmol) ethyl isonipecotate and 3.5 mL (20 mmol) diisopropylethylamine and 5 mL N methylpyrrolidine (NMP). This mixture was heated to 140° C. for 4 hours. Upon cooling 100 mL of water was added to the mixture and the contents were extracted with methylene chloride then washed twice with water and once with brine and the solvent evaporated in vacuo. The resulting oil was eluted through a short silica gel plug with 80% ethyl ace... The reactants are O[Li].O (LiOH.H2O), COC(C1=CC=C(C=C1)C(C#CC1=C2/C(/C(NC2=CC=C1)=O)=C/C=1NC=CC1OC)O)=O (rac-(Z)-4-[3-[2,3-dihydro-3-[(3-methoxy-1H-pyrrol-2-yl)methylene]-2-oxo-1H-indol-4-yl]-1-hydroxy-2-propynyl]benzoic acid methyl ester). Reported procedure: Using Method F above, 4-[1-hydroxy-3-[3-(3-methoxy-1H-pyrrol-2-ylmethylene)-2-oxo-2,3-dihydro-1H-indol-4-yl]-prop-2-ynyl]-benzoic acid methyl ester (30 mg, 0.07 mmol) (from Example 12 above) was hydrolyzed with LiOH.H2O (13 mg, 2.7 mmol) in THF (1 mL) and water (1 mL) at room temperature for 18 h, to yield rac-(Z)-4-[3-[2,3-dihydro-3-[(3-methoxy-1H-pyrrol-2-yl)methylene]-2-oxo-1H-indol-4-yl]-1-hydroxy-2-propynyl]benzoic acid. (Yield 21 mg, 72%). Product: COC1=C(NC=C1)\C=C\1/C(NC2=CC=CC(=C12)C#CC(O)C1=CC=C(C(=O)O)C=C1)=O (rac-(Z)-4-[3-[2,3-dihydro-3-[(3-methoxy-1H-pyrrol-2-yl)methylene]-2-oxo-1H-indol-4-yl]-1-hydroxy-2-propynyl]benzoic acid). Run in C1CCOC1 (THF), O (water). RXN SMILES: C[O:2][C:3](=[O:32])[C:4]1[CH:9]=[CH:8][C:7]([CH:10]([OH:31])[C:11]#[C:12][C:13]2[CH:21]=[CH:20][CH:19]=[C:18]3[C:14]=2/[C:15](=[CH:23]/[C:24]2[NH:25][CH:26]=[CH:27][C:28]=2[O:29][CH3:30])/[C:16](=[O:22])[NH:17]3)=[CH:6][CH:5]=1.O[Li].O>C1COCC1.O>[CH3:30][O:29][C:28]1[CH:27]=[CH:26][NH:25][C:24]=1/[CH:23]=[C:15]1\[C:16](=[O:22])[NH:17][C:18]2[C:14]\1=[C:13]([C:12]#[C:11][CH:10]([C:7]1[CH:6]=[CH:5][C:4]([C:3]([OH:32])=[O:2])=[CH:9][CH:8]=1)[OH:31])[CH:21]=[CH:20][CH:19]=2 |f:1.2|. Starting materials: O=C(Nc1ccc(C2CCNCC2)cc1)c1nc(-c2ccccc2)oc1C(F)(F)F, O=C(O)C1CCC(c2nnn[nH]2)CC1. The product is O=C(Nc1ccc(C2CCN(C(=O)C3CCC(c4nnn[nH]4)CC3)CC2)cc1)c1nc(-c2ccccc2)oc1C(F)(F)F. RXN SMILES: [NH:1]1[CH2:2][CH2:3][CH:4]([c:7]2[cH:8][cH:9][c:10]([NH:13][C:14](=[O:15])[c:16]3[n:17][c:18](-[c:25]4[cH:26][cH:27][cH:28][cH:29][cH:30]4)[o:19][c:20]3[C:21]([F:22])([F:23])[F:24])[cH:11][cH:12]2)[CH2:5][CH2:6]1.[nH:31]1[n:32][n:33][n:34][c:35]1[CH:36]1[CH2:37][CH2:38][CH:39]([C:42](=[O:43])[OH:44])[CH2:40][CH2:41]1>>[N:1]1([C:42]([CH:39]2[CH2:38][CH2:37][CH:36]([c:35]3[n:31][n:32][n:33][nH:34]3)[CH2:41][CH2:40]2)=[O:43])[CH2:2][CH2:3][CH:4]([c:7]2[cH:8][cH:9][c:10]([NH:13][C:14](=[O:15])[c:16]3[n:17][c:18](-[c:25]4[cH:26][cH:27][cH:28][cH:29][cH:30]4)[o:19][c:20]3[C:21]([F:22])([F:23])[F:24])[cH:11][cH:12]2)[CH2:5][CH2:6]1. Reactants: NC=1C=CC(=C(C1)C=1OC2=C(N1)C=C(C=C2)C2=CC=CC=C2)NCCCCCC (2-(5-amino-2-hexylaminophenyl)-5-phenylbenzoxazole), C1=CC2=C(C=C1C(=O)O)C(=O)OC2=O (1,2,4-benzenetricarboxylic anhydride). The product is C(CCCCC)NC1=C(C=C(C=C1)N1C(C2=CC=C(C=C2C1=O)C(=O)O)=O)C=1OC2=C(N1)C=C(C=C2)C2=CC=CC=C2 (2-[4-Hexylamino-3-(5-phenylbenzoxazol-2-yl)phenyl]-1,3-dioxo-2,3-dihydro-1H-isoindole-5-carboxylic acid). As a reaction SMILES: [NH2:1][C:2]1[CH:3]=[CH:4][C:5]([NH:23][CH2:24][CH2:25][CH2:26][CH2:27][CH2:28][CH3:29])=[C:6]([C:8]2[O:9][C:10]3[CH:16]=[CH:15][C:14]([C:17]4[CH:22]=[CH:21][CH:20]=[CH:19][CH:18]=4)=[CH:13][C:11]=3[N:12]=2)[CH:7]=1.[CH:30]1[C:35]([C:36]([OH:38])=[O:37])=[CH:34][C:33]2[C:39]([O:41][C:42](=O)[C:32]=2[CH:31]=1)=[O:40]>>[CH2:24]([NH:23][C:5]1[CH:4]=[CH:3][C:2]([N:1]2[C:39](=[O:40])[C:33]3[C:32](=[CH:31][CH:30]=[C:35]([C:36]([OH:38])=[O:37])[CH:34]=3)[C:42]2=[O:41])=[CH:7][C:6]=1[C:8]1[O:9][C:10]2[CH:16]=[CH:15][C:14]([C:17]3[CH:22]=[CH:21][CH:20]=[CH:19][CH:18]=3)=[CH:13][C:11]=2[N:12]=1)[CH2:25][CH2:26][CH2:27][CH2:28][CH3:29]. Procedure details: Prepared by the method of Example 1b), from 2-(5-amino-2-hexylaminophenyl)-5-phenylbenzoxazole (237 mg, 0.61 mmol) and 1,2,4-benzenetricarboxylic anhydride (117 mg, 0.61 mmol) the title compound was obtained (129 mg, 38%). 1H NMR (DMSO) δ 8.46(m, 2H), 8.30(m, 1H), 8.08(m, 2H), 7.80(m, 4H), 7.49(m, 3H), 7.40(m, 1H), 7.02(m, 1H), 3.40(m, 2H), 1.75(m, 2H), 1.41(m, 6H), 0.91(m, 3H). MS 560 m/z (M+H)+. Starting materials: ONC(OC(C)(C)C)=O (tert-butyl hydroxycarbamate), I(=O)(=O)(=O)[O-].C(CCC)[N+](CCCC)(CCCC)CCCC (Tetrabutylammonium periodate), C/1=C/C=C\CCC1 ((1Z,3Z)-Cyclohepta-1,3-diene). Conditions: temperature 0 celsius, time 3 hour. The solvent is CO (methanol), C(Cl)Cl (methylene chloride), C(Cl)Cl (methylene chloride). The yield is 64.2%. As a reaction SMILES: [CH:1]1=[CH:2][CH:3]=[CH:4][CH2:5][CH2:6][CH2:7]1.I([O-])(=O)(=O)=O.C([N+](CCCC)(CCCC)CCCC)CCC.[OH:30][NH:31][C:32](=[O:38])[O:33][C:34]([CH3:37])([CH3:36])[CH3:35]>C(Cl)Cl.CO>[CH:2]12[CH:1]=[CH:7][CH:6]([O:30][N:31]1[C:32]([O:33][C:34]([CH3:37])([CH3:36])[CH3:35])=[O:38])[CH2:5][CH2:4][CH2:3]2 |f:1.2|. The product is C12CCCC(ON1C(=O)OC(C)(C)C)C=C2 ((+/−)-tert-Butyl 6-oxa-7-azabicyclo[3.2.2]non-8-ene-7-carboxylate). Procedure details: (1Z,3Z)-Cyclohepta-1,3-diene (3.54 g, 37.6 mmol) was dissolved in methylene chloride (36 mL) in a flask equipped with a dropping funnel under nitrogen. Tetrabutylammonium periodate (16.29 g, 37.6 mmol) was added and the reaction was cooled to 0° C. The dropping funnel was charged with tert-butyl hydroxycarbamate (5.01 g, 37.6 mmol) in methanol (30 mL). The contents of the funnel were added dropwise and stirring continued for 3 hours. The reaction was diluted with methylene chloride and transferr... Reactants: COC=1C=C(C(C(=O)OC)O)C=C(C1)OC (3,5-dimethoxymandelic acid, methyl ester), COC1=CC=C(C(C(=O)OC)O)C=C1 (4-methoxymandelic acid, methyl ester). Yields the product COC=1C=C(C=C(C1)OC)C1(OCCC1)C(=O)O (2-(3,5-Dimethoxyphenyl)-2-tetrahydrofuroic acid). RXN SMILES: [CH3:1][O:2][C:3]1[CH:4]=[C:5]([CH:12]=[C:13]([O:15][CH3:16])[CH:14]=1)[CH:6]([OH:11])[C:7]([O:9]C)=[O:8].CO[C:19]1[CH:30]=CC(C(O)C(OC)=O)=C[CH:20]=1>>[CH3:1][O:2][C:3]1[CH:4]=[C:5]([C:6]2([C:7]([OH:9])=[O:8])[CH2:30][CH2:19][CH2:20][O:11]2)[CH:12]=[C:13]([O:15][CH3:16])[CH:14]=1. Procedure details: 2-(3,5-Dimethoxyphenyl)-2-tetrahydrofuroic acid was prepared according to the procedures described in Reference Example 27 substituting 3,5-dimethoxymandelic acid, methyl ester for 4-methoxymandelic acid, methyl ester in Step A.